This data is from the Open Reaction Database (ORD), a public repository of structured organic reaction records. The task is: describe an organic reaction: reactants, conditions, products, and yield Starting materials: Cl (hydrochloric acid), C(#N)CC1=C(N=C2N1C=CC1=CC=CC=C21)C (3-cyanomethyl-2-methylimidazo[2,1-a]isoquinoline), [Cl-].[NH4+] (ammonium chloride), [N-]=[N+]=[N-].[Na+] (sodium azide), C([O-])(O)=O.[Na+] (sodium bicarbonate). Run in CN(C=O)C (N,N-dimethylformamide), O (water). Conditions: time 18 hour. Product: CC=1N=C2N(C=CC3=CC=CC=C23)C1CC1=NN=NN1 (2-methyl-3-[(1H-tetrazol-5-yl)methyl]imidazo[2,1-a]isoquinoline). Isolated yield 86.7%. RXN SMILES: [C:1]([CH2:3][C:4]1[N:8]2[CH:9]=[CH:10][C:11]3[C:16]([C:7]2=[N:6][C:5]=1[CH3:17])=[CH:15][CH:14]=[CH:13][CH:12]=3)#[N:2].[Cl-].[NH4+].[N-:20]=[N+:21]=[N-:22].[Na+].Cl.C(=O)(O)[O-].[Na+]>CN(C)C=O.O>[CH3:17][C:5]1[N:6]=[C:7]2[C:16]3[C:11](=[CH:12][CH:13]=[CH:14][CH:15]=3)[CH:10]=[CH:9][N:8]2[C:4]=1[CH2:3][C:1]1[NH:22][N:21]=[N:20][N:2]=1 |f:1.2,3.4,6.7|. Reported procedure: A mixture of 3-cyanomethyl-2-methylimidazo[2,1-a]isoquinoline (2.8 g), ammonium chloride (0.74 g) and sodium azide (0.9 g) in N,N-dimethylformamide (28 ml) was heated at 120°-125° C. with stirring for 18 hours. The solution was poured into water, acidified with concentrated hydrochloric acid and then neutralized with an aqueous solution of sodium bicarbonate. The resulting precipitates were collected by filtration, washed with water and recrystallized from a mixture of chloroform and methanol to... The reactants are ClC=1C=C(C=CC1Cl)O (3,4-dichlorophenol), C(=O)([O-])[O-].[K+].[K+] (K2CO3), ClC1=C(C=O)C=CC=N1 (2-chloronicotinaldehyde). Run in O (water), CN(C)C=O (DMF). Reaction conditions: time 15 minute. Product: ClC=1C=C(OC2=C(C=O)C=CC=N2)C=CC1Cl (2-(3,4-Dichlorophenoxy)nicotinaldehyde). As a reaction SMILES: [Cl:1][C:2]1[CH:3]=[C:4]([OH:9])[CH:5]=[CH:6][C:7]=1[Cl:8].C([O-])([O-])=O.[K+].[K+].Cl[C:17]1[N:24]=[CH:23][CH:22]=[CH:21][C:18]=1[CH:19]=[O:20]>CN(C=O)C.O>[Cl:1][C:2]1[CH:3]=[C:4]([CH:5]=[CH:6][C:7]=1[Cl:8])[O:9][C:17]1[N:24]=[CH:23][CH:22]=[CH:21][C:18]=1[CH:19]=[O:20] |f:1.2.3|. Procedure details: Under N2 in a 250 mL round-bottomed flask fitted with a reflux condenser and magnetic stirrer, 3,4-dichlorophenol (2.9 g, 17.8 mmol) was added to a suspension of K2CO3 (7.0 g, 51 mmol) in 70 mL of anhydrous DMF. After stirring the mixture for 15 min., 2-chloronicotinaldehyde (2.4 g, 17 mmol prepared according to the method in J. Heterocycl. Chem. 1995, 32, 1595) was added and the mixture was heated to 90–100° C. for 5 h. After allowing the reaction to cool to room temperature overnight, the mixt...